This data is from the Open Reaction Database (ORD), a public repository of structured organic reaction records. The task is: describe an organic reaction: reactants, conditions, products, and yield Reactants: BrC1=CC=C(C=C1)[N+](=O)[O-] (1-bromo-4-nitrobenzene), C(CCC)[Sn](C=1SC=C(C1OCCCCCCCCCC)OCCCCCCCCCC)(CCCC)CCCC (2-(tributylstannyl)-3,4-didecyloxythiophene). Reagents/catalysts: C=1C=CC(=CC1)[P](C=2C=CC=CC2)(C=3C=CC=CC3)[Pd]([P](C=4C=CC=CC4)(C=5C=CC=CC5)C=6C=CC=CC6)([P](C=7C=CC=CC7)(C=8C=CC=CC8)C=9C=CC=CC9)[P](C=1C=CC=CC1)(C=1C=CC=CC1)C=1C=CC=CC1 (tetrakis(triphenylphosphine)palladium(0)). Conditions: time 20 minute. Product: [N+](=O)([O-])C1=CC=CC=C1 (4-nitrobenzene). Yield: 57.0%. Reaction SMILES: Br[C:2]1[CH:7]=[CH:6][C:5]([N+:8]([O-:10])=[O:9])=[CH:4][CH:3]=1.C([Sn](CCCC)(CCCC)C1SC=C(OCCCCCCCCCC)C=1OCCCCCCCCCC)CCC>C1C=CC([P]([Pd]([P](C2C=CC=CC=2)(C2C=CC=CC=2)C2C=CC=CC=2)([P](C2C=CC=CC=2)(C2C=CC=CC=2)C2C=CC=CC=2)[P](C2C=CC=CC=2)(C2C=CC=CC=2)C2C=CC=CC=2)(C2C=CC=CC=2)C2C=CC=CC=2)=CC=1>[N+:8]([C:5]1[CH:6]=[CH:7][CH:2]=[CH:3][CH:4]=1)([O-:10])=[O:9] |^1:54,56,75,94|. Procedure details: To a refluxing solution of 1-bromo-4-nitrobenzene (0.80 g, 3.98 mmol) in tolulene (200 mL) was added tetrakis(triphenylphosphine)palladium(0) (75 mg). After 20 min, 2-(tributylstannyl)-3,4-didecyloxythiophene (2.87 g, 4.19 mmol) was added via a syringe. After complete addition, the mixture was refluxed for a total of 15 h. After cooling, the mixture was filtered and evaporated to afford a solid. Filtration using hot hexane gave 1-(3,4-didecyloxy)thien-2-yl)-4-nitrobenzene, recrystallized from et... The product is C(C1=CC=CC=C1)OC=1N=NC(=CC1OCC1=CC=CC=C1)CCC1=CC(=C(C=C1)C(F)(F)F)Cl (3,4-bis(benzyloxy)-6-((3-chloro-4-(trifluoromethyl)phenyl)ethyl)-pyridazine). Reaction SMILES: OC1C(=O)NN=C(CCC2C=CC=CC=2)C=1.[CH2:17]([O:24][C:25]1[N:26]=[N:27][C:28]([C:39]#[C:40][C:41]2[CH:46]=[CH:45][C:44]([C:47]([F:50])([F:49])[F:48])=[C:43]([Cl:51])[CH:42]=2)=[CH:29][C:30]=1[O:31][CH2:32][C:33]1[CH:38]=[CH:37][CH:36]=[CH:35][CH:34]=1)[C:18]1[CH:23]=[CH:22][CH:21]=[CH:20][CH:19]=1>C1COCC1>[CH2:17]([O:24][C:25]1[N:26]=[N:27][C:28]([CH2:39][CH2:40][C:41]2[CH:46]=[CH:45][C:44]([C:47]([F:49])([F:48])[F:50])=[C:43]([Cl:51])[CH:42]=2)=[CH:29][C:30]=1[O:31][CH2:32][C:33]1[CH:34]=[CH:35][CH:36]=[CH:37][CH:38]=1)[C:18]1[CH:23]=[CH:22][CH:21]=[CH:20][CH:19]=1. The reactants are OC=1C(NN=C(C1)CCC1=CC=CC=C1)=O (4-hydroxy-6-(2-phenylethyl)pyridazin-3(2H)-one), C(C1=CC=CC=C1)OC=1N=NC(=CC1OCC1=CC=CC=C1)C#CC1=CC(=C(C=C1)C(F)(F)F)Cl (3,4-bis(benzyloxy)-6-{2-[3-chloro-4-(trifluoromethyl)phenyl]-ethynyl}pyridazine), C(C1=CC=CC=C1)OC=1N=NC(=CC1OCC1=CC=CC=C1)C#CC1=CC(=C(C=C1)C(F)(F)F)Cl (3,4-bis(benzyloxy)-6-{2-[3-chloro-4-(trifluoromethyl)phenyl]-ethynyl}pyridazine). Reported procedure: Prepared as described for 4-hydroxy-6-(2-phenylethyl)pyridazin-3(2H)-one (Example 1) from 3,4-bis(benzyloxy)-6-{2-[3-chloro-4-(trifluoromethyl)phenyl]-ethynyl}pyridazine (Intermediate 75) except that THF was used as the solvent. The crude product was purified by reverse phase chromatography (eluting with 5-100% acetonitrile in water with acid modifier) to give a pale yellow solid. The solid was recrystallised from a mixture of methyl tert-butyl ether and ethyl acetate to afford 3,4-bis(benzyloxy... Isolated yield 17.0%. Solvent: C1CCOC1 (THF). Reactants: CO, COC(=O)CC(=O)Nc1ccc(OCc2cccc(F)c2)cc1, Cl, NO, [Na], O, O=C(O)CC(O)(CC(=O)O)C(=O)O. The product is O=C(CC(=O)Nc1ccc(OCc2cccc(F)c2)cc1)NO. RXN SMILES: [CH3:41][OH:42].[CH3:5][O:6][C:7]([CH2:8][C:9](=[O:10])[NH:11][c:12]1[cH:13][cH:14][c:15]([O:18][CH2:19][c:20]2[cH:21][c:22]([F:26])[cH:23][cH:24][cH:25]2)[cH:16][cH:17]1)=[O:27].[ClH:2].[NH2:3][OH:4].[Na:1].[OH2:43].[OH:28][C:29]([CH2:30][C:31]([C:32](=[O:33])[OH:34])([CH2:35][C:36](=[O:37])[OH:38])[OH:39])=[O:40]>>[NH:3]([OH:4])[C:7](=[O:6])[CH2:8][C:9](=[O:10])[NH:11][c:12]1[cH:13][cH:14][c:15]([O:18][CH2:19][c:20]2[cH:21][c:22]([F:26])[cH:23][cH:24][cH:25]2)[cH:16][cH:17]1. Reactants: C(C1=CC=CC=C1)[C@@H]([C@H](C[C@@H](C)C(NCCC(C)(C)C)=O)O)NC(C1=CC(=CC(=C1)C1=CC=CC=C1)N1C(CCC1)=O)=O (N-[(1S,2S,4R)-1-Benzyl-4-(3,3-dimethylbutylcarbamoyl)-2-hydroxypentyl]-3-(2-oxopyrrolidin-1-yl)-5-phenylbenzamide), FC1=C(C(=O)O)C=C(C=C1N1C(CCC1)=O)N1C(CCC1)=O (2-fluoro-3,5-bis-(2-oxopyrrolidin-1-yl)benzoic acid), C12C(CC(CC1)C2)NC([C@@H](C[C@@H]([C@H](CC2=CC=CC=C2)N)O)C)=O ((2R,4S,5S)-5-Amino-4-hydroxy-2-methyl-6-phenylhexanoic acid (bicyclo[2.2.1]hept-2-yl)amide). Product: C(C1=CC=CC=C1)[C@@H]([C@H](C[C@@H](C)C(NC1C2CCC(C1)C2)=O)O)NC(C2=C(C(=CC(=C2)N2C(CCC2)=O)N2C(CCC2)=O)F)=O (N-[(1S,2S,4R)-1-Benzyl-4-(bicyclo[2.2.1]hept-2-ylcarbamoyl)-2-hydroxypentyl]-2-fluoro-3,5-bis-(2-oxopyrrolidin-1-yl)benzamide). Reported procedure: Prepared in an analogous manner to E6 from 2-fluoro-3,5-bis-(2-oxopyrrolidin-1-yl)benzoic acid (D40) and (2R,4S,5S)-5-amino-4-hydroxy-2-methyl-6-phenylhexanoic acid (bicyclo[2.2.1]hept-2-yl)amide (D29). As a reaction SMILES: C([C@H](NC(=O)C1C=C(C2C=CC=CC=2)C=C(N2CCCC2=O)C=1)[C@@H](O)C[C@H](C(=O)NCCC(C)(C)C)C)C1C=CC=CC=1.[F:44][C:45]1[C:53]([N:54]2[CH2:58][CH2:57][CH2:56][C:55]2=[O:59])=[CH:52][C:51]([N:60]2[CH2:64][CH2:63][CH2:62][C:61]2=[O:65])=[CH:50][C:46]=1[C:47]([OH:49])=O.[CH:66]12[CH2:72][CH:69]([CH2:70][CH2:71]1)[CH2:68][CH:67]2[NH:73][C:74](=[O:89])[C@H:75]([CH3:88])[CH2:76][C@H:77]([OH:87])[C@@H:78]([NH2:86])[CH2:79][C:80]1[CH:85]=[CH:84][CH:83]=[CH:82][CH:81]=1>>[CH2:79]([C@H:78]([NH:86][C:47](=[O:49])[C:46]1[CH:50]=[C:51]([N:60]2[CH2:64][CH2:63][CH2:62][C:61]2=[O:65])[CH:52]=[C:53]([N:54]2[CH2:58][CH2:57][CH2:56][C:55]2=[O:59])[C:45]=1[F:44])[C@@H:77]([OH:87])[CH2:76][C@H:75]([C:74](=[O:89])[NH:73][CH:67]1[CH2:68][CH:69]2[CH2:72][CH:66]1[CH2:71][CH2:70]2)[CH3:88])[C:80]1[CH:81]=[CH:82][CH:83]=[CH:84][CH:85]=1. As a reaction SMILES: [CH2:45]1[O:46][CH2:47][CH2:48][CH2:49]1.[CH3:1][O:2][C:3]([CH:4]([CH:5]1[CH2:6][CH2:7][CH2:8][CH2:9][CH2:10]1)[NH:11][C:12](=[O:13])[c:14]1[n:15][n:16](-[c:35]2[cH:36][cH:37][cH:38][cH:39][cH:40]2)[c:17]([O:19][CH2:20][C:21](=[O:22])[N:23]2[CH:24]([C:28]([NH:29][CH:30]3[CH2:31][CH2:32][CH2:33]3)=[O:34])[CH2:25][CH2:26][CH2:27]2)[cH:18]1)=[O:41].[ClH:44].[Li+:42].[OH-:43].[OH2:50]>>[O:2]=[C:3]([CH:4]([CH:5]1[CH2:6][CH2:7][CH2:8][CH2:9][CH2:10]1)[NH:11][C:12](=[O:13])[c:14]1[n:15][n:16](-[c:35]2[cH:36][cH:37][cH:38][cH:39][cH:40]2)[c:17]([O:19][CH2:20][C:21](=[O:22])[N:23]2[CH:24]([C:28]([NH:29][CH:30]3[CH2:31][CH2:32][CH2:33]3)=[O:34])[CH2:25][CH2:26][CH2:27]2)[cH:18]1)[OH:41]. The reactants are C1CCOC1, COC(=O)C(NC(=O)c1cc(OCC(=O)N2CCCC2C(=O)NC2CCC2)n(-c2ccccc2)n1)C1CCCCC1, Cl, [Li+], [OH-], O. Yields the product O=C(NC(C(=O)O)C1CCCCC1)c1cc(OCC(=O)N2CCCC2C(=O)NC2CCC2)n(-c2ccccc2)n1. Starting materials: CCCCCCCCCCCC(O)CC1OC(=O)C1CC, O=CNCC(=O)O, CC(C)OC(=O)N=NC(=O)OC(C)C, c1ccc(P(c2ccccc2)c2ccccc2)cc1, Cc1ccccc1C. Yields the product CCCCCCCCCCCC(CC1OC(=O)C1CC)OC(=O)CNC=O. As a reaction SMILES: [CH2:1]([CH3:2])[CH:3]1[C:4](=[O:21])[O:5][CH:6]1[CH2:7][CH:8]([CH2:9][CH2:10][CH2:11][CH2:12][CH2:13][CH2:14][CH2:15][CH2:16][CH2:17][CH2:18][CH3:19])[OH:20].[CH:22](=[O:23])[NH:24][CH2:25][C:26](=[O:27])[OH:28].[O:48]=[C:49]([O:50][CH:51]([CH3:52])[CH3:53])[N:54]=[N:55][C:56]([O:57][CH:58]([CH3:59])[CH3:60])=[O:61].[c:29]1([P:30]([c:31]2[cH:32][cH:33][cH:34][cH:35][cH:36]2)[c:37]2[cH:38][cH:39][cH:40][cH:41][cH:42]2)[cH:43][cH:44][cH:45][cH:46][cH:47]1.[c:62]1([CH3:63])[c:64]([CH3:65])[cH:66][cH:67][cH:68][cH:69]1>>[CH2:1]([CH3:2])[CH:3]1[C:4](=[O:21])[O:5][CH:6]1[CH2:7][CH:8]([CH2:9][CH2:10][CH2:11][CH2:12][CH2:13][CH2:14][CH2:15][CH2:16][CH2:17][CH2:18][CH3:19])[O:20][C:26]([CH2:25][NH:24][CH:22]=[O:23])=[O:27]. Reactants: FC1=C(C=CC=C1)C=1N=C2N(C(NC=3CCCCC23)=O)C1 (2-(2-Fluorophenyl)-7,8,9,10-tetrahydro-imidazo[1,2-c]-quinazolin-5(6H)-one), [H-].[Na+] (sodium hydride), C(C)(=O)Cl (Acetyl chloride). Run in CN(C)C=O (DMF), C(C)(=O)OCC (ethyl acetate). Run at time 15 minute. The product is C(C)(=O)N1C(N2C(C=3CCCCC13)=NC(=C2)C2=C(C=CC=C2)F)=O (6-Acetyl-2-(2-fluorophenyl)-7,8,9,10-tetrahydro-imidazo[1,2-c]-quinazolin-5(6H)-one), C(C)(=O)OC1=NC=2CCCCC2C=2N1C=C(N2)C2=C(C=CC=C2)F (5-Acetoxy-2-(2-fluorophenyl)-7,8,9,10-tetrahydro-imidazo[1,2-c]-quinazoline). Reaction SMILES: [F:1][C:2]1[CH:7]=[CH:6][CH:5]=[CH:4][C:3]=1[C:8]1[N:9]=[C:10]2[C:19]3[CH2:18][CH2:17][CH2:16][CH2:15][C:14]=3[NH:13][C:12](=[O:20])[N:11]2[CH:21]=1.[H-].[Na+].[C:24](Cl)(=[O:26])[CH3:25]>CN(C=O)C.C(OCC)(=O)C>[C:24]([N:13]1[C:14]2[CH2:15][CH2:16][CH2:17][CH2:18][C:19]=2[C:10]2=[N:9][C:8]([C:3]3[CH:4]=[CH:5][CH:6]=[CH:7][C:2]=3[F:1])=[CH:21][N:11]2[C:12]1=[O:20])(=[O:26])[CH3:25].[C:24]([O:20][C:12]1[N:11]2[CH:21]=[C:8]([C:3]3[CH:4]=[CH:5][CH:6]=[CH:7][C:2]=3[F:1])[N:9]=[C:10]2[C:19]2[CH2:18][CH2:17][CH2:16][CH2:15][C:14]=2[N:13]=1)(=[O:26])[CH3:25] |f:1.2|. Procedure: A mixture of 2-(2-Fluorophenyl)-7,8,9,10-tetrahydro-imidazo[1,2-c]-quinazolin-5(6H)-one (283 mg) and 50% sodium hydride (144 mg) in DMF (5 mL) was stirred at room temperature for 15 min. Acetyl chloride (1 mL) was added and stirring was continued for 30 min. The reaction was diluted with ethyl acetate and washed with water. After drying over magnesium sulfate, the solvent was removed in vacuo and he residue was subjected to flash chromatography on silica gel with 30% ethyl acetate in hexane as t... Reactants: O=CO, c1ccc(C(c2ccccc2)(c2ccccc2)n2cc(-c3ccc4nc(C5CC(N6CCCCC6)C5)sc4c3)cn2)cc1. Yields the product c1cc2nc(C3CC(N4CCCCC4)C3)sc2cc1-c1cn[nH]c1. Reaction SMILES: [CH:44]([OH:45])=[O:46].[N:1]1([CH:7]2[CH2:8][CH:9]([c:11]3[s:12][c:13]4[c:14]([n:15]3)[cH:16][cH:17][c:18](-[c:20]3[cH:21][n:22][n:23]([C:25]([c:26]5[cH:27][cH:28][cH:29][cH:30][cH:31]5)([c:32]5[cH:33][cH:34][cH:35][cH:36][cH:37]5)[c:38]5[cH:39][cH:40][cH:41][cH:42][cH:43]5)[cH:24]3)[cH:19]4)[CH2:10]2)[CH2:2][CH2:3][CH2:4][CH2:5][CH2:6]1>>[N:1]1([CH:7]2[CH2:8][CH:9]([c:11]3[s:12][c:13]4[c:14]([n:15]3)[cH:16][cH:17][c:18](-[c:20]3[cH:21][nH:22][n:23][cH:24]3)[cH:19]4)[CH2:10]2)[CH2:2][CH2:3][CH2:4][CH2:5][CH2:6]1. Starting materials: O=C([O-])[O-], CC#N, O=[N+]([O-])c1ccc(Cl)cc1, [K+], [K+], Sc1ncc[nH]1. Product: O=[N+]([O-])c1ccc(Sc2ncc[nH]2)cc1. Reaction SMILES: [C:17](=[O:18])([O-:19])[O-:20].[CH3:23][C:24]#[N:25].[Cl:7][c:8]1[cH:9][cH:10][c:11]([N+:14](=[O:15])[O-:16])[cH:12][cH:13]1.[K+:21].[K+:22].[SH:1][c:2]1[nH:3][cH:4][cH:5][n:6]1>>[S:1]([c:2]1[nH:3][cH:4][cH:5][n:6]1)[c:8]1[cH:9][cH:10][c:11]([N+:14](=[O:15])[O-:16])[cH:12][cH:13]1.